From a dataset of the Open Reaction Database (ORD), a public repository of structured organic reaction records. describe an organic reaction: reactants, conditions, products, and yield Starting materials: BrC1=CN(C=2N=CN=C(C21)N[C@@H](C)C2=NN1C(C(N2C2=CC=CC=C2)=O)=C(C=C1)C)COCC[Si](C)(C)C ((S)-2-(1-((5-Bromo-7-((2-(trimethylsilyl)ethoxy)methyl)-7H-pyrrolo[2,3-d]pyrimidin-4-yl)amino)ethyl)-5-methyl-3-phenylpyrrolo[2,1-f][1,2,4]triazin-4(3H)-one), CC1(OB(OC1(C)C)C1=C(C=CC=C1)O)C (2-(4,4,5,5-tetramethyl-1,3,2-dioxaborolan-2-yl)phenol), C([O-])([O-])=O.[Na+].[Na+] (sodium carbonate). Reagents/catalysts: Cl[Pd]([P](C1=CC=CC=C1)(C2=CC=CC=C2)C3=CC=CC=C3)([P](C4=CC=CC=C4)(C5=CC=CC=C5)C6=CC=CC=C6)Cl (bis(triphenylphosphine)palladium(II) dichloride). The product is OC1=C(C=CC=C1)C1=CN(C=2N=CN=C(C21)N[C@@H](C)C2=NN1C(C(N2C2=CC=CC=C2)=O)=C(C=C1)C)COCC[Si](C)(C)C ((S)-2-(1-((5-(2-Hydroxyphenyl)-7-((2-(trimethylsilyl)ethoxy)methyl)-7H-pyrrolo[2,3-d]pyrimidin-4-yl)amino)ethyl)-5-methyl-3-phenylpyrrolo[2,1-f][1,2,4]triazin-4(3H)-one). Isolated yield 65.8%. Reaction SMILES: Br[C:2]1[C:10]2[C:9]([NH:11][C@H:12]([C:14]3[N:19]([C:20]4[CH:25]=[CH:24][CH:23]=[CH:22][CH:21]=4)[C:18](=[O:26])[C:17]4=[C:27]([CH3:30])[CH:28]=[CH:29][N:16]4[N:15]=3)[CH3:13])=[N:8][CH:7]=[N:6][C:5]=2[N:4]([CH2:31][O:32][CH2:33][CH2:34][Si:35]([CH3:38])([CH3:37])[CH3:36])[CH:3]=1.CC1(C)C(C)(C)OB([C:47]2[CH:52]=[CH:51][CH:50]=[CH:49][C:48]=2[OH:53])O1.C(=O)([O-])[O-].[Na+].[Na+]>Cl[Pd](Cl)([P](C1C=CC=CC=1)(C1C=CC=CC=1)C1C=CC=CC=1)[P](C1C=CC=CC=1)(C1C=CC=CC=1)C1C=CC=CC=1>[OH:53][C:48]1[CH:49]=[CH:50][CH:51]=[CH:52][C:47]=1[C:2]1[C:10]2[C:9]([NH:11][C@H:12]([C:14]3[N:19]([C:20]4[CH:25]=[CH:24][CH:23]=[CH:22][CH:21]=4)[C:18](=[O:26])[C:17]4=[C:27]([CH3:30])[CH:28]=[CH:29][N:16]4[N:15]=3)[CH3:13])=[N:8][CH:7]=[N:6][C:5]=2[N:4]([CH2:31][O:32][CH2:33][CH2:34][Si:35]([CH3:38])([CH3:37])[CH3:36])[CH:3]=1 |f:2.3.4,^1:63,82|. Reported procedure: (S)-2-(1-((5-Bromo-7-((2-(trimethylsilyl)ethoxy)methyl)-7H-pyrrolo[2,3-d]pyrimidin-4-yl)amino)ethyl)-5-methyl-3-phenylpyrrolo[2,1-f][1,2,4]triazin-4(3H)-one (80 mg, 0.13 mmol) was treated with 2-(4,4,5,5-tetramethyl-1,3,2-dioxaborolan-2-yl)phenol (68 μl, 0.32 mmol), sodium carbonate (34 mg, 0.32 mmols) and bis(triphenylphosphine)palladium(II) dichloride (9 mg, 0.01 mmol) according to the method described in Preparation 62. The residue was purified using SP1® Purification System (0% to 60%, hexan... Reactants: C(CCCCCCCCC)NC(=O)[C@H]1[C@@H](C1)C1=CC=C(C=C1)[N+](=O)[O-] (trans-N-decyl-2-(4-nitrophenyl)cyclopropanecarboxamide). The reagents and catalysts are [Fe] (iron). Yields the product C(CCCCCCCCC)NC(=O)[C@H]1[C@@H](C1)C1=CC=C(C=C1)N (trans-N-Decyl-2-(4-aminophenyl)cyclopropanecarboxamide). Yield: 87.0%. Reaction SMILES: [CH2:1]([NH:11][C:12]([C@@H:14]1[CH2:16][C@H:15]1[C:17]1[CH:22]=[CH:21][C:20]([N+:23]([O-])=O)=[CH:19][CH:18]=1)=[O:13])[CH2:2][CH2:3][CH2:4][CH2:5][CH2:6][CH2:7][CH2:8][CH2:9][CH3:10]>[Fe]>[CH2:1]([NH:11][C:12]([C@@H:14]1[CH2:16][C@H:15]1[C:17]1[CH:22]=[CH:21][C:20]([NH2:23])=[CH:19][CH:18]=1)=[O:13])[CH2:2][CH2:3][CH2:4][CH2:5][CH2:6][CH2:7][CH2:8][CH2:9][CH3:10]. Procedure: The title compound was prepared in 87% yield by reducing trans-N-decyl-2-(4-nitrophenyl)cyclopropanecarboxamide with iron powder in glacialacetic acid, in a manner analogous to Preparation 34. Reactants: O=C([O-])[O-], CCOC(C)=O, Nc1cc([N+](=O)[O-])ccc1Cl, [K+], [K+], CN(C)C=O, OCCS. Yields the product Nc1cc([N+](=O)[O-])ccc1SCCO. Reaction SMILES: [C:12](=[O:13])([O-:14])[O-:15].[CH3:27][CH2:28][O:29][C:30](=[O:31])[CH3:32].[Cl:1][c:2]1[c:3]([NH2:4])[cH:5][c:6]([N+:9](=[O:10])[O-:11])[cH:7][cH:8]1.[K+:16].[K+:17].[O:22]=[CH:23][N:24]([CH3:25])[CH3:26].[SH:18][CH2:19][CH2:20][OH:21]>>[c:2]1([S:18][CH2:19][CH2:20][OH:21])[c:3]([NH2:4])[cH:5][c:6]([N+:9](=[O:10])[O-:11])[cH:7][cH:8]1. The reactants are FC(CNC=1C=NC=CC1C1=C(C=CC=C1)C)F ((2,2-difluoro-ethyl)-(4-o-tolyl-pyridin-3-yl)-amine), FC(C=1C=C(C(=O)O)C=C(N1)C(F)(F)F)(F)F (2,6-bis(trifluoromethyl)isonicotinic acid). The product is FC(CN(C(C1=CC(=NC(=C1)C(F)(F)F)C(F)(F)F)=O)C=1C=NC=CC1C1=C(C=CC=C1)C)F (N-(2,2-Difluoro-ethyl)-N-(4-o-tolyl-pyridin-3-yl)-2,6-bis-trifluoromethyl-isonicotinamide). Reaction SMILES: [F:1][CH:2]([F:18])[CH2:3][NH:4][C:5]1[CH:6]=[N:7][CH:8]=[CH:9][C:10]=1[C:11]1[CH:16]=[CH:15][CH:14]=[CH:13][C:12]=1[CH3:17].[F:19][C:20]([F:35])([F:34])[C:21]1[CH:22]=[C:23]([CH:27]=[C:28]([C:30]([F:33])([F:32])[F:31])[N:29]=1)[C:24](O)=[O:25]>>[F:18][CH:2]([F:1])[CH2:3][N:4]([C:5]1[CH:6]=[N:7][CH:8]=[CH:9][C:10]=1[C:11]1[CH:16]=[CH:15][CH:14]=[CH:13][C:12]=1[CH3:17])[C:24](=[O:25])[C:23]1[CH:27]=[C:28]([C:30]([F:31])([F:32])[F:33])[N:29]=[C:21]([C:20]([F:35])([F:19])[F:34])[CH:22]=1. Procedure details: The title compound was prepared in analogy to example 90, from (2,2-difluoro-ethyl)-(4-o-tolyl-pyridin-3-yl)-amine and 2,6-bis(trifluoromethyl)isonicotinic acid (Key Organics Ltd.) after a reaction time of 68 hours. The compound was purified by silica gel chromatography on a 10 g column using a MPLC system eluting with a gradient of n-heptane:EtOAc (100:0 to 50:50). Light brown solid (34%). MS (ESI): m/z=490.11 [M+H]+. The reactants are C1(CCC2=CC=CC=C12)=O (1-indanone), C1(=CC=C(C=C1)S(=O)(=O)O)C (p-toluenesulfonic acid), N1CCCCC1 (piperidine), C1(=CC=CC=C1)C (toluene). Solvent: O (water). Conditions: time 48 hour. Yields the product C1(CCC2=CC=CC=C12)N1CCCCC1 (1-(1-Indanyl)piperidine). RXN SMILES: [C:1]1(=O)[C:9]2[C:4](=[CH:5][CH:6]=[CH:7][CH:8]=2)[CH2:3][CH2:2]1.[NH:11]1[CH2:16][CH2:15][CH2:14][CH2:13][CH2:12]1.C1(C)C=CC=CC=1.C1(C)C=CC(S(O)(=O)=O)=CC=1>O>[CH:1]1([N:11]2[CH2:16][CH2:15][CH2:14][CH2:13][CH2:12]2)[C:9]2[C:4](=[CH:5][CH:6]=[CH:7][CH:8]=2)[CH2:3][CH2:2]1. Procedure: A mixture of 100 g. of 1-indanone (0.758 mole) and 125 ml. of piperidine in 750 ml. of toluene is treated with 0.5 g. of p-toluenesulfonic acid and heated under reflux with a water take-off trap attached. Heating is continued for 48 hours. Solvent and excess piperidine are removed in vacuo and the residue is dissolved in 1500 ml. of absolute methanol. The resulting solution is stirred and treated portionwise with 50 g. of sodium borohydride below 30° C. After stirring several hours longer, the m...